Task: describe an organic reaction: reactants, conditions, products, and yield. Dataset: the Open Reaction Database (ORD), a public repository of structured organic reaction records Starting materials: C1CCOC1 (THF), C1CCOC1 (THF), C1CCOC1 (THF), C(#N)C1=NC=C(C=C1NS(=O)(=O)C1=CC(=C(C=C1)C)C(F)(F)F)C (N-(2-cyano-5-methyl-pyridin-3-yl)-4-methyl-3-trifluoromethyl-benzenesulfonamide), [H-].[Na+] (sodium hydride), C1CCOC1 (THF), IC=1C2=C(N=CN1)NC=C2 (4-iodo-7H-pyrrolo[2,3-d]pyrimidine). Run in C1(=CC=CC=C1)[Mg]Cl (phenylmagnesium chloride), C(C)(C)[Mg]Cl (isopropylmagnesium chloride). Product: CC1=C(C=C(C=C1)S(=O)(=O)NC=1C(=NC=C(C1)C)C(=O)C=1C2=C(N=CN1)NC=C2)C(F)(F)F (4-Methyl-N-[5-methyl-2-(7H-pyrrolo[2,3-d]pyrimidine-4-carbonyl)-pyridin-3-yl]-3-trifluoromethyl-benzenesulfonamide). As a reaction SMILES: C([C:3]1[C:8]([NH:9][S:10]([C:13]2[CH:18]=[CH:17][C:16]([CH3:19])=[C:15]([C:20]([F:23])([F:22])[F:21])[CH:14]=2)(=[O:12])=[O:11])=[CH:7][C:6]([CH3:24])=[CH:5][N:4]=1)#N.[H-].[Na+].I[C:28]1[C:29]2[CH:36]=[CH:35][NH:34][C:30]=2[N:31]=[CH:32][N:33]=1.C1C[O:40][CH2:39]C1>C1([Mg]Cl)C=CC=CC=1.C([Mg]Cl)(C)C>[CH3:19][C:16]1[CH:17]=[CH:18][C:13]([S:10]([NH:9][C:8]2[C:3]([C:39]([C:28]3[C:29]4[CH:36]=[CH:35][NH:34][C:30]=4[N:31]=[CH:32][N:33]=3)=[O:40])=[N:4][CH:5]=[C:6]([CH3:24])[CH:7]=2)(=[O:12])=[O:11])=[CH:14][C:15]=1[C:20]([F:21])([F:23])[F:22] |f:1.2|. Procedure: Prepared from 496 mg (1.40 mmol) of N-(2-cyano-5-methyl-pyridin-3-yl)-4-methyl-3-trifluoromethyl-benzenesulfonamide and 70 mg (1.75 mmol) of 60% sodium hydride in 2 mL THF. The Grignard solution was prepared from 467 mg (1.82 mmol) of 95% 4-iodo-7H-pyrrolo[2,3-d]pyrimidine dissolved in 5 mL THF with 0.98 mL of 2 M phenylmagnesium chloride solution in THF and 0.98 mL of 2 M isopropylmagnesium chloride solution in THF added. The reaction yielded 340 mg of the final product as a yellow solid. The reactants are C(C)(C)(C)OC(=O)N1CC(OC[C@@H]1[C@H]([C@H](CC1=CC(=CC(=C1)F)OCC1=CC=CC=C1)N(CC1=CC=CC=C1)CC1=CC=CC=C1)OCC1=CC=CC=C1)O ((5R)-5-[(1S,2S)-1-Benzyloxy-3-(3-benzyloxy-5-fluoro-phenyl)-2-dibenzylamino-propyl]-2-hydroxy-morpholine-4-carboxylic acid tert-butyl ester), FCC(C)(CF)OS(=O)(=O)C(F)(F)F (trifluoromethanesulfonic acid 2-fluoro-1-fluoromethyl-1-methyl-ethyl ester). Yields the product C(C)(C)(C)OC(=O)N1C[C@H](OC[C@@H]1[C@H]([C@H](CC1=CC(=CC(=C1)O)F)N)O)OC(CF)(C)CF ((2R,5R)-5-[(1S,2S)-2-amino-3-(3-fluoro-5-hydroxy-phenyl)-1-hydroxy-propyl]-2-(2-fluoro-1-fluoromethyl-1-methyl-ethoxy)-morpholine-4-carboxylic acid tert-butyl ester). As a reaction SMILES: [C:1]([O:5][C:6]([N:8]1[C@@H:13]([C@@H:14]([O:47]CC2C=CC=CC=2)[C@@H:15]([N:32](CC2C=CC=CC=2)CC2C=CC=CC=2)[CH2:16][C:17]2[CH:22]=[C:21]([F:23])[CH:20]=[C:19]([O:24]CC3C=CC=CC=3)[CH:18]=2)[CH2:12][O:11][CH:10]([OH:55])[CH2:9]1)=[O:7])([CH3:4])([CH3:3])[CH3:2].[F:56][CH2:57][C:58](OS(C(F)(F)F)(=O)=O)([CH2:60][F:61])[CH3:59]>>[C:1]([O:5][C:6]([N:8]1[C@@H:13]([C@@H:14]([OH:47])[C@@H:15]([NH2:32])[CH2:16][C:17]2[CH:18]=[C:19]([OH:24])[CH:20]=[C:21]([F:23])[CH:22]=2)[CH2:12][O:11][C@H:10]([O:55][C:58]([CH2:60][F:61])([CH3:59])[CH2:57][F:56])[CH2:9]1)=[O:7])([CH3:4])([CH3:2])[CH3:3]. Procedure details: Beginning with (5R)-5-[(1S,2S)-1-Benzyloxy-3-(3-benzyloxy-5-fluoro-phenyl)-2-dibenzylamino-propyl]-2-hydroxy-morpholine-4-carboxylic acid tert-butyl ester and trifluoromethanesulfonic acid 2-fluoro-1-fluoromethyl-1-methyl-ethyl ester, the desired compound may be prepared essentially as described in Preparation 306. Starting materials: ClC1=CC2=C(NC(=N2)C2CNCCO2)C=C1 (5-chloro-2-(2-morpholinyl)-1H-benzimidazole), CCN(C(C)C)C(C)C (Hunig's base), ClC1=NC(=NC(=C1)Cl)N (4,6-dichloro-2-pyrimidinamine). Solvent: C(C)O (ethanol). Reaction conditions: temperature 85 celsius, time 8 hour. The product is ClC1=NC(=NC(=C1)N1CC(OCC1)C1=NC2=C(N1)C=CC(=C2)Cl)N (4-Chloro-6-[2-(5-chloro-1H-benzimidazol-2-yl)-4-morpholinyl]-2-pyrimidinamine). The yield is 97.7%. As a reaction SMILES: [Cl:1][C:2]1[CH:16]=[CH:15][C:5]2[NH:6][C:7]([CH:9]3[O:14][CH2:13][CH2:12][NH:11][CH2:10]3)=[N:8][C:4]=2[CH:3]=1.CCN(C(C)C)C(C)C.[Cl:26][C:27]1[CH:32]=[C:31](Cl)[N:30]=[C:29]([NH2:34])[N:28]=1>C(O)C>[Cl:26][C:27]1[CH:32]=[C:31]([N:11]2[CH2:12][CH2:13][O:14][CH:9]([C:7]3[NH:6][C:5]4[CH:15]=[CH:16][C:2]([Cl:1])=[CH:3][C:4]=4[N:8]=3)[CH2:10]2)[N:30]=[C:29]([NH2:34])[N:28]=1. Procedure details: To a solution of 5-chloro-2-(2-morpholinyl)-1H-benzimidazole (200 mg, 0.841 mmol) and Hunig's base (109 mg, 0.841 mmol) in ethanol (10 mL) stirred at room temperature was added 4,6-dichloro-2-pyrimidinamine (138 mg, 0.841 mmol), and the reaction mixture was stirred overnight at 85° C. The reaction mixture was cooled to room temperature and partitioned between EtOAc (25 mL) and water (25 mL). The solvent was evaporated in vacuo to give the crude product. The residue was triturated with EtOAc (1×5... Solvent: C1CCOC1 (THF), O1CCCC1 (tetrahydrofuran). Procedure: To a solution of 4B (206 mg, 0.550 nmol) in THF (5 mL) at −78° C. under nitrogen was added dropwise 1.0 M lithium triethylborohydride in tetrahydrofuran (3.00 mL, 3.00 mmol). The reaction was allowed to warm to rt and was stirred for 4 h. The reaction was quenched by pouring over ice (50 g) and stirring for 30 min. The product was extracted into EtOAc and washed with saturated aqueous NaHCO3 and brine. The organic layer was dried over MgSO4, filtered and concentrated. Purification via silica gel... RXN SMILES: C[O:2][C:3]([C@:5]1([CH3:25])[C@@H:9]([O:10][Si:11]([C:14]([CH3:17])([CH3:16])[CH3:15])([CH3:13])[CH3:12])[CH2:8][CH2:7][N:6]1[C:18]([O:20][C:21]([CH3:24])([CH3:23])[CH3:22])=[O:19])=O.C([BH-](CC)CC)C.[Li+]>C1COCC1>[C:21]([O:20][C:18]([N:6]1[CH2:7][CH2:8][C@@H:9]([O:10][Si:11]([C:14]([CH3:17])([CH3:16])[CH3:15])([CH3:13])[CH3:12])[C@@:5]1([CH2:3][OH:2])[CH3:25])=[O:19])([CH3:24])([CH3:23])[CH3:22] |f:1.2|. Yields the product C(C)(C)(C)OC(=O)N1[C@@]([C@@H](CC1)O[Si](C)(C)C(C)(C)C)(C)CO ((2S,3R)-3-(tert-Butyldimethylsilanyloxy)-2-hydroxymethyl-2-methylpyrrolidine-1-carboxylic acid tert-butyl ester). Isolated yield 68928400.0%. Reaction conditions: time 4 hour. Reactants: COC(=O)[C@]1(N(CC[C@@H]1O[Si](C)(C)C(C)(C)C)C(=O)OC(C)(C)C)C ((2S,3S)-3-tert-butyldimethylsilanyloxy-2-methylpyrrolidine-1,2-dicarboxylic acid 1-tert-butyl ester 2-methyl ester), C(C)[BH-](CC)CC.[Li+] (lithium triethylborohydride). Reactants: [OH-].[Na+] (sodium hydroxide), dihydrate, OO (hydrogen peroxide), COC1=CC=C(CO)C=C1 (4-methoxybenzyl alcohol). The reagents and catalysts are P(=O)(O)(O)[O-].[Na+] (sodium dihydrogen phosphate), P(=O)(O)([O-])[O-].[Na+].[Na+] (disodium hydrogen phosphate), S(=O)(=O)(O)[O-].C(CCC)[N+](CCCC)(CCCC)CCCC (tetrabutyl ammonium hydrogen sulfate), [O-][W](=O)(=O)[O-].[Na+].[Na+] (sodium tungstate). Run in C=1(C(=CC=CC1)C)C (xylene). Conditions: temperature 94.5 celsius. Product: COC=1C=CC(=CC1)C=O (anisaldehyde). Isolated yield 86.9%. Reaction SMILES: [CH3:1][O:2][C:3]1[CH:10]=[CH:9][C:6]([CH2:7][OH:8])=[CH:5][CH:4]=1.OO.[OH-].[Na+]>S([O-])(O)(=O)=O.C([N+](CCCC)(CCCC)CCCC)CCC.[O-][W]([O-])(=O)=O.[Na+].[Na+].P([O-])(O)(O)=O.[Na+].P([O-])([O-])(O)=O.[Na+].[Na+].C1(C)C(C)=CC=CC=1>[CH3:1][O:2][C:3]1[CH:4]=[CH:5][C:6]([CH:7]=[O:8])=[CH:9][CH:10]=1 |f:2.3,4.5,6.7.8,9.10,11.12.13|. Procedure: In a glass-made reaction vessel equipped with a thermometer, a temperature controller, a dropping device and a stirring device were charged 79 ml of xylene, 138.16 g (1 mol) of 4-methoxybenzyl alcohol, 3.30 g (0.01 mol) of sodium tungstate.dihydrate (Na2WO4.2H2O) and 3.40 g (0.01 mol) of tetrabutyl ammonium hydrogen sulfate. Then, to the mixture were added 4.68 g (0.03 mol) of sodium dihydrogen phosphate and 7.16 g (0.02 mol) of disodium hydrogen phosphate, and a pH value of the reaction mixture... The reactants are CN(C)CC1CCCCC1(O)c1cccnc1, Cl, [Na+], [OH-], O=S(=O)(O)O. The product is CN(C)CC1CCCCC1c1cccnc1, Cl. As a reaction SMILES: [CH3:7][N:8]([CH3:9])[CH2:10][CH:11]1[C:12]([OH:17])([c:18]2[cH:19][n:20][cH:21][cH:22][cH:23]2)[CH2:13][CH2:14][CH2:15][CH2:16]1.[ClH:6].[Na+:25].[OH-:24].[S:1](=[O:2])(=[O:3])([OH:4])[OH:5]>>[CH3:7][N:8]([CH3:9])[CH2:10][CH:11]1[CH:12]([c:18]2[cH:19][n:20][cH:21][cH:22][cH:23]2)[CH2:13][CH2:14][CH2:15][CH2:16]1.[ClH:6]. The reactants are COCCOCCBr, [H-], [Na+], CN(C)C=O, C#CCOc1ccc2c(c1)c(-c1ccc(C(C)C)cc1)nc(=O)n2Cc1cccc(O)c1. Product: C#CCOc1ccc2c(c1)c(-c1ccc(C(C)C)cc1)nc(=O)n2Cc1cccc(OCCOCCOC)c1. As a reaction SMILES: [Br:35][CH2:36][CH2:37][O:38][CH2:39][CH2:40][O:41][CH3:42].[H-:34].[Na+:33].[O:43]=[CH:44][N:45]([CH3:46])[CH3:47].[OH:1][c:2]1[cH:3][c:4]([CH2:5][n:6]2[c:7](=[O:29])[n:8][c:9](-[c:20]3[cH:21][cH:22][c:23]([CH:26]([CH3:27])[CH3:28])[cH:24][cH:25]3)[c:10]3[cH:11][c:12]([O:16][CH2:17][C:18]#[CH:19])[cH:13][cH:14][c:15]23)[cH:30][cH:31][cH:32]1>>[O:1]([c:2]1[cH:3][c:4]([CH2:5][n:6]2[c:7](=[O:29])[n:8][c:9](-[c:20]3[cH:21][cH:22][c:23]([CH:26]([CH3:27])[CH3:28])[cH:24][cH:25]3)[c:10]3[cH:11][c:12]([O:16][CH2:17][C:18]#[CH:19])[cH:13][cH:14][c:15]23)[cH:30][cH:31][cH:32]1)[CH2:36][CH2:37][O:38][CH2:39][CH2:40][O:41][CH3:42]. The reactants are [Si](C1=CC=CC=C1)(C1=CC=CC=C1)(C(C)(C)C)OCC=1C(=C(C(=C(C1)\C=N\O)F)F)N1C[C@H](O[C@H](C1)C)C ((E)-1-{5-({[tert-butyl(diphenyl)silyl]oxy}methyl)-4-[(2R,6S)-2,6-dimethylmorpholin-4-yl]-2,3-difluorophenyl}-N-hydroxymethanimine), [Si](C1=CC=CC=C1)(C1=CC=CC=C1)(C(C)(C)C)OCC=1C(=C(C(=C(C1)\C=N\O)F)F)N1C[C@H](O[C@H](C1)C)C ((E)-1-{5-({[tert-butyl(diphenyl)silyl]oxy}methyl)-4-[(2R,6S)-2,6-dimethylmorpholin-4-yl]-2,3-difluorophenyl}-N-hydroxymethanimine). Run in C(C)(=O)OC(C)=O (acetic anhydride). Reaction conditions: temperature 130 celsius, time 12 hour. Product: [Si](C1=CC=CC=C1)(C1=CC=CC=C1)(C(C)(C)C)OCC=1C(=C(C(=C(C#N)C1)F)F)N1C[C@H](O[C@H](C1)C)C (5-({[tert-butyl(diphenyl)silyl]oxy}methyl)-4-[(2R,6S)-2,6-dimethylmorpholin-4-yl]-2,3-difluorobenzonitrile). Reaction SMILES: [Si:1]([O:18][CH2:19][C:20]1[C:21]([N:31]2[CH2:36][C@H:35]([CH3:37])[O:34][C@H:33]([CH3:38])[CH2:32]2)=[C:22]([F:30])[C:23]([F:29])=[C:24](/[CH:26]=[N:27]/O)[CH:25]=1)([C:14]([CH3:17])([CH3:16])[CH3:15])([C:8]1[CH:13]=[CH:12][CH:11]=[CH:10][CH:9]=1)[C:2]1[CH:7]=[CH:6][CH:5]=[CH:4][CH:3]=1>C(OC(=O)C)(=O)C>[Si:1]([O:18][CH2:19][C:20]1[C:21]([N:31]2[CH2:32][C@H:33]([CH3:38])[O:34][C@H:35]([CH3:37])[CH2:36]2)=[C:22]([F:30])[C:23]([F:29])=[C:24]([CH:25]=1)[C:26]#[N:27])([C:14]([CH3:16])([CH3:15])[CH3:17])([C:8]1[CH:13]=[CH:12][CH:11]=[CH:10][CH:9]=1)[C:2]1[CH:7]=[CH:6][CH:5]=[CH:4][CH:3]=1. Procedure: A mixture of (E)-1-{5-({[tert-butyl(diphenyl)silyl]oxy}methyl)-4-[(2R,6S)-2,6-dimethylmorpholin-4-yl]-2,3-difluorophenyl}-N-hydroxymethanimine (Intermediate 5, 8.0 g, 14.8 mmol) and acetic anhydride (10 mL) was stirred at 130° C. for 12 hours. the reaction mixture cooled to room temperature and concentrated, and the residue was purified over a silica gel flash column using a gradient of ethyl acetate in pet. ether to give the title compound as yellow solid. Yield: 6.5 g, (85%).